This data is from the Open Reaction Database (ORD), a public repository of structured organic reaction records. The task is: describe an organic reaction: reactants, conditions, products, and yield The reactants are [NH4+].[OH-] (NH4OH), CC=1C=C(C#N)C=CC1[N+](=O)[O-] (3-methyl-4-nitrobenzonitrile), Cl[Sn]Cl (SnCl2). Run in C(C)(=O)O (acetic acid), Cl (HCl). Reaction conditions: time 3 hour. Product: C(#N)C1=CC(=C(N)C=C1)C (4-cyano-2-methylaniline). The yield is 90.7%. As a reaction SMILES: [CH3:1][C:2]1[CH:3]=[C:4]([CH:7]=[CH:8][C:9]=1[N+:10]([O-])=O)[C:5]#[N:6].Cl[Sn]Cl.[NH4+].[OH-]>C(O)(=O)C.Cl>[C:5]([C:4]1[CH:7]=[CH:8][C:9]([NH2:10])=[C:2]([CH3:1])[CH:3]=1)#[N:6] |f:2.3|. Procedure details: 4-Cyano-2-methylaniline was synthesized as previously described (J. Med. Chem. (1991), 34, 3295): To a solution of 3-methyl-4-nitrobenzonitrile (2.0 g, 12.34 mmol) in acetic acid (20 L) was added dropwise a solution of SnCl2 (9.6 g, 49.38 mmol) in conc. HCl (20 mL). After stirring for 3 h, the mixture was added carefully to a saturated NH4OH solution (120 mL) at 0° C. The resulting mixture was extracted with EtOAc (4×30 mL). The combined organic layers were sequentially washed with H2O (30 mL) a... The reactants are O=C(Cl)CCl, Cl[Al](Cl)Cl, Cl, S=C=S, COC(=O)C1(c2ccccc2)CC1. Yields the product COC(=O)C1(c2ccc(C(=O)CCl)cc2)CC1. RXN SMILES: [Cl:18][CH2:19][C:20](=[O:21])[Cl:22].[Cl:1][Al:2]([Cl:3])[Cl:4].[ClH:23].[S:24]=[C:25]=[S:26].[c:5]1([C:11]2([C:14](=[O:15])[O:16][CH3:17])[CH2:12][CH2:13]2)[cH:6][cH:7][cH:8][cH:9][cH:10]1>>[c:5]1([C:11]2([C:14](=[O:15])[O:16][CH3:17])[CH2:12][CH2:13]2)[cH:6][cH:7][c:8]([C:20]([CH2:19][Cl:18])=[O:21])[cH:9][cH:10]1. Reactants: Nc1c(Br)cccc1Br, CC(C)(C)c1ccc(C(=O)Cl)cc1, CCN(C(C)C)C(C)C, C1COCCO1. Yields the product CC(C)(C)c1ccc(C(=O)Nc2c(Br)cccc2Br)cc1. Reaction SMILES: [Br:1][c:2]1[c:3]([NH2:4])[c:5]([Br:9])[cH:6][cH:7][cH:8]1.[C:19]([CH3:20])([CH3:21])([CH3:22])[c:23]1[cH:24][cH:25][c:26]([C:27](=[O:28])[Cl:29])[cH:30][cH:31]1.[CH:10]([N:11]([CH:12]([CH3:13])[CH3:14])[CH2:15][CH3:16])([CH3:17])[CH3:18].[O:32]1[CH2:33][CH2:34][O:35][CH2:36][CH2:37]1>>[Br:1][c:2]1[c:3]([NH:4][C:27]([c:26]2[cH:25][cH:24][c:23]([C:19]([CH3:20])([CH3:21])[CH3:22])[cH:31][cH:30]2)=[O:28])[c:5]([Br:9])[cH:6][cH:7][cH:8]1.